Dataset: the Open Reaction Database (ORD), a public repository of structured organic reaction records. Task: describe an organic reaction: reactants, conditions, products, and yield Starting materials: CCC(CC)Nc1cc(C)nc(Oc2c(C)cc(C)cc2C)c1N, C1CCOC1, CI. Yields the product CCC(CC)Nc1cc(C)nc(Oc2c(C)cc(C)cc2C)c1NC. RXN SMILES: [CH2:1]([CH3:2])[CH:3]([CH2:4][CH3:5])[NH:6][c:7]1[c:8]([NH2:24])[c:9]([O:14][c:15]2[c:16]([CH3:23])[cH:17][c:18]([CH3:22])[cH:19][c:20]2[CH3:21])[n:10][c:11]([CH3:13])[cH:12]1.[CH2:27]1[O:28][CH2:29][CH2:30][CH2:31]1.[CH3:25][I:26]>>[CH2:1]([CH3:2])[CH:3]([CH2:4][CH3:5])[NH:6][c:7]1[c:8]([NH:24][CH3:25])[c:9]([O:14][c:15]2[c:16]([CH3:23])[cH:17][c:18]([CH3:22])[cH:19][c:20]2[CH3:21])[n:10][c:11]([CH3:13])[cH:12]1. Reactants: COc1cc2c(Cl)ncnc2cc1OCc1ccccc1, Oc1ccc(Cl)cc1F, Cl, c1ccncc1. Product: COc1cc2c(Oc3ccc(Cl)cc3F)ncnc2cc1OCc1ccccc1. Reaction SMILES: [CH2:11]([c:12]1[cH:13][cH:14][cH:15][cH:16][cH:17]1)[O:18][c:19]1[c:20]([O:30][CH3:31])[cH:21][c:22]2[c:23]([Cl:29])[n:24][cH:25][n:26][c:27]2[cH:28]1.[Cl:1][c:2]1[cH:3][c:4]([F:9])[c:5]([OH:8])[cH:6][cH:7]1.[ClH:10].[cH:32]1[cH:33][cH:34][n:35][cH:36][cH:37]1>>[Cl:1][c:2]1[cH:3][c:4]([F:9])[c:5]([O:8][c:23]2[c:22]3[cH:21][c:20]([O:30][CH3:31])[c:19]([O:18][CH2:11][c:12]4[cH:13][cH:14][cH:15][cH:16][cH:17]4)[cH:28][c:27]3[n:26][cH:25][n:24]2)[cH:6][cH:7]1. Starting materials: BrCC1=CC=C(C(=O)C2=CC=CC=C2)C=C1 (4-Bromomethyl benzophenone), C([O-])([O-])=O.[Ca+2] (calcium carbonate). The solvent is O1CCOCC1 (1,4 dioxane), O (water). Yields the product OCC1=CC=C(C(=O)C2=CC=CC=C2)C=C1 (4-Hydroxylmethyl benzophenone). The yield is 87.8%. Reaction SMILES: Br[CH2:2][C:3]1[CH:16]=[CH:15][C:6]([C:7]([C:9]2[CH:14]=[CH:13][CH:12]=[CH:11][CH:10]=2)=[O:8])=[CH:5][CH:4]=1.C(=O)([O-])[O-:18].[Ca+2]>O1CCOCC1.O>[OH:18][CH2:2][C:3]1[CH:16]=[CH:15][C:6]([C:7]([C:9]2[CH:14]=[CH:13][CH:12]=[CH:11][CH:10]=2)=[O:8])=[CH:5][CH:4]=1 |f:1.2|. Procedure details: To a suspension of 2 (6.0 g, 22 mmol) in a mixture of 1,4 dioxane (60 ml) and water (60 ml) was added calcium carbonate (10.8 g, 110 mmol). The mixture was heated to reflux for 18 h, concentrated in vacuo and the residue portioned between DCM and water. The organic layer was collected, dried over MgSO4, concentrated in vacuo then recrystalised from diethyl ether to furnish 3 (4.1 g, 89%) as a white solid; M.P. 59-61° C. (Lit 61-64° C.); δH (CDCl3) 3.14 (s, 1H, CH2OH), 4.75 (s, 2H, CH2OH), 7.41-7...